This data is from the Open Reaction Database (ORD), a public repository of structured organic reaction records. The task is: describe an organic reaction: reactants, conditions, products, and yield Reactants: Oc1ccccc1Br, O=C([O-])[O-], CN(C)C=O, O=C1CCCCC1Cl, [K+], [K+], O. Product: O=C1CCCCC1Oc1ccccc1Br. RXN SMILES: [Br:1][c:2]1[c:3]([OH:8])[cH:4][cH:5][cH:6][cH:7]1.[C:9](=[O:10])([O-:11])[O-:12].[CH3:24][N:25]([CH3:26])[CH:27]=[O:28].[Cl:15][CH:16]1[C:17](=[O:22])[CH2:18][CH2:19][CH2:20][CH2:21]1.[K+:13].[K+:14].[OH2:23]>>[Br:1][c:2]1[c:3]([O:8][CH:16]2[C:17](=[O:22])[CH2:18][CH2:19][CH2:20][CH2:21]2)[cH:4][cH:5][cH:6][cH:7]1. The reactants are C(C)(=O)N(C(=O)OCOC(CC)=O)C[C@H]1CN(C(O1)=O)C1=CC(=C(C=C1)C1CCS(CC1)(=O)=O)F ((R)-propionic acid (acetyl-{3-[4-(1,1-dioxo-hexahydro-1λ6-thiopyran-4-yl)-3-fluoro-phenyl]-2-oxo-oxazolidin-5-ylmethyl}-carbamoyloxy)-methyl ester), C(OCOC(CC(C)C)=O)(=O)Cl (3-methyl-butyroxymethyl carbonochloridate). The solvent is ClCCl (dichloromethane). The product is O=S1(CCC(CC1)C1=C(C=C(C=C1)N1C(O[C@H](C1)CNC(=O)OCOC(CC(C)C)=O)=O)F)=O ((S)-3-methyl-butyric acid 3-[4-(1,1-dioxo-hexahydro-1λ6-thiopyran-4-yl)-3-fluoro-phenyl]-2-oxo-oxazolidin-5-ylmethylcarbamoyloxymethyl ester). The yield is 93.0%. Reaction SMILES: C([N:4]([CH2:14][C@@H:15]1[O:19][C:18](=[O:20])[N:17]([C:21]2[CH:26]=[CH:25][C:24]([CH:27]3[CH2:32][CH2:31][S:30](=[O:34])(=[O:33])[CH2:29][CH2:28]3)=[C:23]([F:35])[CH:22]=2)[CH2:16]1)[C:5]([O:7][CH2:8][O:9]C(=O)CC)=[O:6])(=O)C.C(Cl)(=O)OC[O:39][C:40](=O)[CH2:41][CH:42]([CH3:44])[CH3:43]>ClCCl>[O:34]=[S:30]1(=[O:33])[CH2:31][CH2:32][CH:27]([C:24]2[CH:25]=[CH:26][C:21]([N:17]3[CH2:16][C@H:15]([CH2:14][NH:4][C:5]([O:7][CH2:8][O:9][C:40](=[O:39])[CH2:41][CH:42]([CH3:44])[CH3:43])=[O:6])[O:19][C:18]3=[O:20])=[CH:22][C:23]=2[F:35])[CH2:28][CH2:29]1. Procedure: Following general procedure C, (S)-5-aminomethyl-3-[4-(1,1-dioxo-hexahydro-1λ6-thiopyran-4-yl)-3-fluoro-phenyl]-oxazolidin-2-one (2) (760.0 mg, 2.2 mmol) in dichloromethane (21 mL) and 3-methyl-butyroxymethyl carbonochloridate (7d) gave the titled product in 93% yield (1030.0 mg, 2.06 mmol). 1H NMR (400 MHz, CDCl3): δ 7.47 (dd, 1H), 7.23 (t, 1H), 7.16 (dd, 1H), 5.73 (q, 2H), 5.37 (t, 1H) 4.76-4.82 (m, 1H), 4.05 (t, 1H), 3.78 (dd, 1H), 3.67 (ddd, 1H), 3.55 (dt, 1H), 3.12-3.19 (m, 4H), 3.09 (dt, 1... Starting materials: CSC1=NC=CC=N1 (methylsulfanyl-pyrimidine), ( 83 ), C1(=CC=CC=C1)C1N(O1)S(=O)(=O)C1=CC=CC=C1 (3-phenyl-2-(phenylsulfonyl)oxaziridine). The solvent is ClCCl (dichloromethane). Product: ( 84 ), CS(=O)C1=NC=CC=N1 (methanesulfinyl-pyrimidine). As a reaction SMILES: [CH3:1][S:2][C:3]1[N:8]=[CH:7][CH:6]=[CH:5][N:4]=1.C1(C2[O:17]N2S(C2C=CC=CC=2)(=O)=O)C=CC=CC=1>ClCCl>[CH3:1][S:2]([C:3]1[N:8]=[CH:7][CH:6]=[CH:5][N:4]=1)=[O:17]. Procedure details: The methylsulfanyl-pyrimidine compound of formula (83) is reacted with an oxidising agent, preferably 3-phenyl-2-(phenylsulfonyl)oxaziridine, in an organic solvent, preferably dichloromethane, at room temperature. The product of formula (84), a methanesulfinyl-pyrimidine derivative, is isolated by conventional means, and preferably reacted in the next step without further purification. The product of formula (84) may, however, be additionally purified by means of chromatography or recrystallisat...